Dataset: the Open Reaction Database (ORD), a public repository of structured organic reaction records. Task: describe an organic reaction: reactants, conditions, products, and yield Reactants: [BH4-].[Na+] (sodium borohydride), ClC=1C=C2C(=CCN(C2=CC1)C)CC(=O)OC (methyl 6-chloro-1-methyl-1,2-dihydro-4-quinolineacetate), CO (methanol). The solvent is O1CCCC1 (tetrahydrofuran). Yields the product ClC=1C=C2C(=CC(N(C2=CC1)C)=O)CCO (6-chloro-4-(2-hydroxyethyl)-1-methyl-2(1H)-quinolone). Reaction SMILES: [BH4-].[Na+].[Cl:3][C:4]1[CH:5]=[C:6]2[C:11](=[CH:12][CH:13]=1)[N:10]([CH3:14])[CH2:9][CH:8]=[C:7]2[CH2:15][C:16]([O:18]C)=O.C[OH:21]>O1CCCC1>[Cl:3][C:4]1[CH:5]=[C:6]2[C:11](=[CH:12][CH:13]=1)[N:10]([CH3:14])[C:9](=[O:21])[CH:8]=[C:7]2[CH2:15][CH2:16][OH:18] |f:0.1|. Procedure: 3.0 g (79 mmol) of sodium borohydride are added to a suspension of 5.9 g (23.4 mmol) of methyl 6-chloro-1-methyl-1,2-dihydro-4-quinolineacetate in 10 ml of methanol and 100 ml of dry tetrahydrofuran, and the mixture is then heated to reflux for 9 hours. After cooling, the solvents are evaporated off under vacuum and the residue is taken up in 400 ml of dichloromethane and 100 ml of 3 N hydrochloric acid. The organic phase is washed with water, dried over sodium sulphate and filtered and the filt... The reactants are CC(=O)O[BH-](OC(C)=O)OC(C)=O, CN1CCNCC1, CC(=O)O, CN(C)C=O, N#Cc1cnc2cc(-c3ccc(C=O)cc3)sc2c1Nc1ccc(Oc2ccccc2)cc1, ClCCl, [Na+]. Yields the product CN1CCN(Cc2ccc(-c3cc4ncc(C#N)c(Nc5ccc(Oc6ccccc6)cc5)c4s3)cc2)CC1. RXN SMILES: [C:41]([O:42][BH-:43]([O:44][C:45](=[O:46])[CH3:47])[O:48][C:49](=[O:50])[CH3:51])(=[O:52])[CH3:53].[CH3:1][N:2]1[CH2:3][CH2:4][NH:5][CH2:6][CH2:7]1.[CH3:55][C:56](=[O:57])[OH:58].[CH3:62][N:63]([CH3:64])[CH:65]=[O:66].[CH:8](=[O:9])[c:10]1[cH:11][cH:12][c:13](-[c:16]2[cH:17][c:18]3[n:19][cH:20][c:21]([C:39]#[N:40])[c:22]([NH:25][c:26]4[cH:27][cH:28][c:29]([O:32][c:33]5[cH:34][cH:35][cH:36][cH:37][cH:38]5)[cH:30][cH:31]4)[c:23]3[s:24]2)[cH:14][cH:15]1.[Cl:59][CH2:60][Cl:61].[Na+:54]>>[CH3:1][N:2]1[CH2:3][CH2:4][N:5]([CH2:8][c:10]2[cH:11][cH:12][c:13](-[c:16]3[cH:17][c:18]4[n:19][cH:20][c:21]([C:39]#[N:40])[c:22]([NH:25][c:26]5[cH:27][cH:28][c:29]([O:32][c:33]6[cH:34][cH:35][cH:36][cH:37][cH:38]6)[cH:30][cH:31]5)[c:23]4[s:24]3)[cH:14][cH:15]2)[CH2:6][CH2:7]1. The reactants are BrCc1cc(Br)c2ncccc2c1, O=C1CCC(=O)N1Br. Product: Brc1cc(C(Br)Br)cc2cccnc12. RXN SMILES: [Br:1][CH2:2][c:3]1[cH:4][c:5]2[cH:6][cH:7][cH:8][n:9][c:10]2[c:11]([Br:13])[cH:12]1.[O:14]=[C:15]1[N:16]([Br:21])[C:17](=[O:18])[CH2:19][CH2:20]1>>[Br:1][CH:2]([c:3]1[cH:4][c:5]2[cH:6][cH:7][cH:8][n:9][c:10]2[c:11]([Br:13])[cH:12]1)[Br:21].